Task: describe an organic reaction: reactants, conditions, products, and yield. Dataset: the Open Reaction Database (ORD), a public repository of structured organic reaction records Starting materials: CC(C)(C)C(=O)OCCl, CN(C)CC(c1ccc(O)cc1)C1(O)CCCCC1, CC#N, [K+], [K+], O=C([O-])[O-]. Product: CN(C)CC(c1ccc(OCOC(=O)C(C)(C)C)cc1)C1(O)CCCCC1. As a reaction SMILES: [C:20]([C:21]([CH3:22])([CH3:23])[CH3:24])(=[O:25])[O:26][CH2:27][Cl:28].[CH3:1][N:2]([CH2:3][CH:4]([C:5]1([OH:11])[CH2:6][CH2:7][CH2:8][CH2:9][CH2:10]1)[c:12]1[cH:13][cH:14][c:15]([OH:18])[cH:16][cH:17]1)[CH3:19].[CH3:35][C:36]#[N:37].[K+:29].[K+:30].[O-:31][C:32]([O-:33])=[O:34]>>[CH3:1][N:2]([CH2:3][CH:4]([C:5]1([OH:11])[CH2:6][CH2:7][CH2:8][CH2:9][CH2:10]1)[c:12]1[cH:13][cH:14][c:15]([O:18][CH2:27][O:26][C:20]([C:21]([CH3:22])([CH3:23])[CH3:24])=[O:25])[cH:16][cH:17]1)[CH3:19].